This data is from the Open Reaction Database (ORD), a public repository of structured organic reaction records. The task is: describe an organic reaction: reactants, conditions, products, and yield Starting materials: Cl (Hydrogen chloride), Cl.C(C)(=O)SC1/C(/CN(CC1)C(C(=O)C1CC1)C1=C(C=CC=C1)F)=C/C1=CN=NN1CCC(=O)OC ((E)-4-(acetylsulfanyl)-1-[2-cyclopropyl-1-(2-fluorophenyl)-2-oxoethyl]-3-({1-[2-(methoxycarbonyl)ethyl]-1H-1,2,3-triazol-5-yl}methylidene)piperidine hydrochloride), C(C)O (ethanol). Conditions: temperature 0 celsius, time 1 hour. Product: Cl.C1(CC1)C(C(C1=C(C=CC=C1)F)N1C\C(\C(CC1)S)=C/C1=CN=NN1CCC(=O)OCC)=O ((E)-1-[2-Cyclopropyl-1-(2-fluorophenyl)-2-oxoethyl]-3-({1-[2-(ethoxycarbonyl)ethyl]-1H-1,2,3-triazol-5-yl}methylidene)-4-sulfanylpiperidine hydrochloride). The yield is 68.0%. Reaction SMILES: [ClH:1].Cl.C([S:6][CH:7]1[CH2:12][CH2:11][N:10]([CH:13]([C:19]2[CH:24]=[CH:23][CH:22]=[CH:21][C:20]=2[F:25])[C:14]([CH:16]2[CH2:18][CH2:17]2)=[O:15])[CH2:9]/[C:8]/1=[CH:26]\[C:27]1[N:31]([CH2:32][CH2:33][C:34]([O:36][CH3:37])=[O:35])[N:30]=[N:29][CH:28]=1)(=O)C.[CH2:38](O)C>>[ClH:1].[CH:16]1([C:14](=[O:15])[CH:13]([N:10]2[CH2:11][CH2:12][CH:7]([SH:6])/[C:8](=[CH:26]/[C:27]3[N:31]([CH2:32][CH2:33][C:34]([O:36][CH2:37][CH3:38])=[O:35])[N:30]=[N:29][CH:28]=3)/[CH2:9]2)[C:19]2[CH:24]=[CH:23][CH:22]=[CH:21][C:20]=2[F:25])[CH2:18][CH2:17]1 |f:1.2,4.5|. Procedure: Hydrogen chloride was passed through a solution of (E)-4-(acetylsulfanyl)-1-[2-cyclopropyl-1-(2-fluorophenyl)-2-oxoethyl]-3-({1-[2-(methoxycarbonyl)ethyl]-1H-1,2,3-triazol-5-yl}methylidene)piperidine hydrochloride (2.0 g) in ethanol (5.0 ml) with stirring at 0° C. for one hour, and the resulting mixture was stirred at room temperature under tightly sealed condition for 4 hours. After the reaction mixture was concentrated under reduced pressure, the residue was purified using preparative HPLC [YM... The reactants are CO, COCC1CN(CC#CCN2CCN(C(=O)c3cc(C(F)(F)F)cc(C(F)(F)F)c3)C(Cc3ccc(C)c(O)c3)C2)CCO1. Yields the product COCC1CN(CC=CCN2CCN(C(=O)c3cc(C(F)(F)F)cc(C(F)(F)F)c3)C(Cc3ccc(C)c(O)c3)C2)CCO1. Reaction SMILES: [CH3:45][OH:46].[F:1][C:2]([c:3]1[cH:4][c:5]([C:6](=[O:7])[N:8]2[CH:9]([CH2:27][c:28]3[cH:29][c:30]([OH:35])[c:31]([CH3:34])[cH:32][cH:33]3)[CH2:10][N:11]([CH2:14][C:15]#[C:16][CH2:17][N:18]3[CH2:19][CH:20]([CH2:24][O:25][CH3:26])[O:21][CH2:22][CH2:23]3)[CH2:12][CH2:13]2)[cH:36][c:37]([C:39]([F:40])([F:41])[F:42])[cH:38]1)([F:43])[F:44]>>[F:1][C:2]([c:3]1[cH:4][c:5]([C:6](=[O:7])[N:8]2[CH:9]([CH2:27][c:28]3[cH:29][c:30]([OH:35])[c:31]([CH3:34])[cH:32][cH:33]3)[CH2:10][N:11]([CH2:14][CH:15]=[CH:16][CH2:17][N:18]3[CH2:19][CH:20]([CH2:24][O:25][CH3:26])[O:21][CH2:22][CH2:23]3)[CH2:12][CH2:13]2)[cH:36][c:37]([C:39]([F:40])([F:41])[F:42])[cH:38]1)([F:43])[F:44]. Starting materials: O=C([O-])[O-], CN(C)C=O, O=Cc1c(Cl)cc(O)cc1Cl, CI, [K+], [K+]. The product is COc1cc(Cl)c(C=O)c(Cl)c1. As a reaction SMILES: [C:12](=[O:13])([O-:14])[O-:15].[CH3:20][N:21]([CH3:22])[CH:23]=[O:24].[Cl:1][c:2]1[c:3]([CH:4]=[O:5])[c:6]([Cl:11])[cH:7][c:8]([OH:10])[cH:9]1.[I:18][CH3:19].[K+:16].[K+:17]>>[Cl:1][c:2]1[c:3]([CH:4]=[O:5])[c:6]([Cl:11])[cH:7][c:8]([O:10][CH3:12])[cH:9]1. Starting materials: C(C1=CC=CC=C1)N1[C@@]2([C@@H](CC[C@H]1CC2)O[C@@H](C2=CC(=CC(=C2)C(F)(F)F)C(F)(F)F)C(=O)OC)C2=CC=CC=C2 ((1R*,2R*,5R*)-8-Benzyl-2-{(1S*)-1-[3,5-bis(trifluoromethyl)phenyl]-(methoxycarbonyl)methoxy}-1-phenyl-8-azabicyclo[3.2.1]octane). Reagents/catalysts: [OH-].[Pd+2].[OH-] (palladium hydroxide). Solvent: C(C)(=O)OCC (ethyl acetate), C(C)(=O)O (acetic acid). Yields the product FC(C=1C=C(C=C(C1)C(F)(F)F)[C@H](O[C@H]1[C@@]2(CC[C@H](CC1)N2)C2=CC=CC=C2)C(=O)OC)(F)F ((1R*,2R*,5R*)-2-{(1S*)-1-[3,5-Bis(trifluoromethyl)phenyl]-(methoxycarbonyl)methoxy}-1-phenyl-8-azabicyclo[3.2.1]octane). Reaction SMILES: C([N:8]1[C@@H:13]2[CH2:14][CH2:15][C@@:9]1([C:36]1[CH:41]=[CH:40][CH:39]=[CH:38][CH:37]=1)[C@H:10]([O:16][C@H:17]([C:32]([O:34][CH3:35])=[O:33])[C:18]1[CH:23]=[C:22]([C:24]([F:27])([F:26])[F:25])[CH:21]=[C:20]([C:28]([F:31])([F:30])[F:29])[CH:19]=1)[CH2:11][CH2:12]2)C1C=CC=CC=1>C(OCC)(=O)C.C(O)(=O)C.[OH-].[Pd+2].[OH-]>[F:31][C:28]([F:29])([F:30])[C:20]1[CH:19]=[C:18]([C@@H:17]([C:32]([O:34][CH3:35])=[O:33])[O:16][C@@H:10]2[CH2:11][CH2:12][C@@H:13]3[NH:8][C@@:9]2([C:36]2[CH:37]=[CH:38][CH:39]=[CH:40][CH:41]=2)[CH2:15][CH2:14]3)[CH:23]=[C:22]([C:24]([F:25])([F:26])[F:27])[CH:21]=1 |f:3.4.5|. Procedure: (1R*,2R*,5R*)-8-Benzyl-2-{(1S*)-1-[3,5-bis(trifluoromethyl)phenyl]-(methoxycarbonyl)methoxy}-1-phenyl-8-azabicyclo[3.2.1]octane (Example 70; 735 mg, 1.27 mmol) was dissolved in ethyl acetate (10 ml) with glacial acetic acid (0.5 ml) and 10% palladium hydroxide (40 mg) added. The mixture was hydrogenated on a Parr™ at 40 psi overnight. The mixture was filtered through Celite™, then concentrated in vacuo and the residue basified with saturated sodium hydrogen carbonate solution. The solution was t... The reactants are OC(C)C(C(=O)O)C(C(C)C(=O)OCC)N ((2SR,3RS,4RS)-2-[1(SR)-hydroxyethyl]-3-amino-4-ethoxycarbonylpentanoic acid), C1(CCCCC1)N=C=NC1CCCCC1 (N,N'-dicyclohexylcarbodiimide), resultant mixture. The solvent is C(C)#N (acetonitrile). Reaction conditions: time 5 hour. Yields the product OC(C)C1C(NC1C(C)C(=O)OCC)=O ((3SR,4SR)-3-[1(SR)-hydroxyethyl]-4-[1-(RS)-ethoxycarbonylethyl]-2-azetidinone). As a reaction SMILES: [OH:1][CH:2]([CH:4]([CH:8]([NH2:16])[CH:9]([C:11]([O:13][CH2:14][CH3:15])=[O:12])[CH3:10])[C:5](O)=[O:6])[CH3:3].C1(N=C=NC2CCCCC2)CCCCC1>C(#N)C>[OH:1][CH:2]([CH:4]1[CH:8]([CH:9]([C:11]([O:13][CH2:14][CH3:15])=[O:12])[CH3:10])[NH:16][C:5]1=[O:6])[CH3:3]. Procedure: The thus obtained (2SR,3RS,4RS)-2-[1(SR)-hydroxyethyl]-3-amino-4-ethoxycarbonylpentanoic acid was suspended in dry acetonitrile (5 ml), and N,N'-dicyclohexylcarbodiimide (266 mg) was added thereto, and the resultant mixture was stirred at room temperature for 10 minutes and at 60° C. for 2 hours. After removal of the solvent under reduced pressure, ethyl acetate (5 ml) was added to the residue, followed by stirring at room temperature. The suspension was allowed to stand at 5° C. for 5 hours, an... Reactants: [Br-].C(=O)(O)CCCC[P+](C1=CC=CC=C1)(C1=CC=CC=C1)C1=CC=CC=C1 (4-Carboxybutyltriphenylphosphonium bromide), [Si](C1=CC=CC=C1)(C1=CC=CC=C1)(C(C)(C)C)OC[C@H]1[C@H](C[C@@H]2OC(C[C@@H]21)O)F ((3aR,4S,5S,6aS)-4-((tert-butyldiphenylsilyloxy)methyl)-5-fluorohexahydro-2H-cyclopenta[b]furan-2-ol), OS(=O)(=O)[O-].[K+] (KHSO4), CC(C)([O-])C.[K+] (potassium t-butoxide). Run in C1CCOC1 (THF), C1CCOC1 (THF). Run at temperature 0 celsius. Product: [Si](C1=CC=CC=C1)(C1=CC=CC=C1)(C(C)(C)C)OC[C@@H]1[C@H]([C@H](C[C@@H]1F)O)C\C=C/CCCC(=O)O ((Z)-7-((1R,2S,3S,5S)-2-((tert-butyldiphenylsilyloxy)methyl)-3-fluoro-5-hydroxycyclopentyl)hept-5-enoic acid). Yield: 98.0%. As a reaction SMILES: [Br-].[C:2]([CH2:5][CH2:6][CH2:7][CH2:8][P+](C1C=CC=CC=1)(C1C=CC=CC=1)C1C=CC=CC=1)([OH:4])=[O:3].[CH3:28]C(C)([O-])C.[K+].[Si:34]([O:51][CH2:52][C@@H:53]1[C@@H:60]2[C@@H:56]([O:57]C(O)[CH2:59]2)[CH2:55][C@@H:54]1[F:62])([C:47]([CH3:50])([CH3:49])[CH3:48])([C:41]1[CH:46]=[CH:45][CH:44]=[CH:43][CH:42]=1)[C:35]1[CH:40]=[CH:39][CH:38]=[CH:37][CH:36]=1.OS([O-])(=O)=O.[K+]>C1COCC1>[Si:34]([O:51][CH2:52][C@H:53]1[C@@H:54]([F:62])[CH2:55][C@H:56]([OH:57])[C@@H:60]1[CH2:59]/[CH:28]=[CH:8]\[CH2:7][CH2:6][CH2:5][C:2]([OH:4])=[O:3])([C:47]([CH3:50])([CH3:49])[CH3:48])([C:35]1[CH:36]=[CH:37][CH:38]=[CH:39][CH:40]=1)[C:41]1[CH:46]=[CH:45][CH:44]=[CH:43][CH:42]=1 |f:0.1,2.3,5.6|. Reported procedure: 4-Carboxybutyltriphenylphosphonium bromide (55.81 g, 126.0 mmol) was suspended in anhydrous THF (1.5 L) and potassium t-butoxide (252 mL, 252 mmol) was added dropwise at room temperature. After the addition was complete, the orange ylide was cooled to 0° C. and (3aR,4S,5S,6aS)-4-((tert-butyldiphenylsilyloxy)methyl)-5-fluorohexahydro-2H-cyclopenta[b]furan-2-ol (prepared in Step B, 26 g, 63 mmol) as a solution in THF was added dropwise. The reaction mixture was allowed to slowly warm to room tempe... Reactants: O=C(NC1(c2ccc(OC(=O)c3ccccc3)nc2)CCCCC1)c1ccccc1, CO, Cl. Product: O=C(NC1(c2ccc(=O)[nH]c2)CCCCC1)c1ccccc1. As a reaction SMILES: [C:2](=[O:3])([c:4]1[cH:5][cH:6][cH:7][cH:8][cH:9]1)[O:10][c:11]1[cH:12][cH:13][c:14]([C:17]2([NH:23][C:24]([c:25]3[cH:26][cH:27][cH:28][cH:29][cH:30]3)=[O:31])[CH2:18][CH2:19][CH2:20][CH2:21][CH2:22]2)[cH:15][n:16]1.[CH3:32][OH:33].[ClH:1]>>[O:10]=[c:11]1[cH:12][cH:13][c:14]([C:17]2([NH:23][C:24]([c:25]3[cH:26][cH:27][cH:28][cH:29][cH:30]3)=[O:31])[CH2:18][CH2:19][CH2:20][CH2:21][CH2:22]2)[cH:15][nH:16]1.